From a dataset of the Open Reaction Database (ORD), a public repository of structured organic reaction records. describe an organic reaction: reactants, conditions, products, and yield Reactants: C(CCC)N1S(C(=C(C1=O)Cl)C1=CC=CC=C1)(=O)=O (2-butyl-4-chloro-5-phenylisothiazol-3(2H)-one 1,1-dioxide), O1C=CC2=C1C=CC(=C2)N (1-benzofuran-5-amine). Run in CC#N (MeCN). The product is O1C=CC2=C1C=CC(=C2)NC=2C(N(S(C2C2=CC=CC=C2)(=O)=O)CCCC)=O (4-(1-Benzofuran-5-ylamino)-2-butyl-5-phenylisothiazol-3(2H)-one 1,1-dioxide). Yield: 26.8%. RXN SMILES: [CH2:1]([N:5]1[C:9](=[O:10])[C:8](Cl)=[C:7]([C:12]2[CH:17]=[CH:16][CH:15]=[CH:14][CH:13]=2)[S:6]1(=[O:19])=[O:18])[CH2:2][CH2:3][CH3:4].[O:20]1[C:24]2[CH:25]=[CH:26][C:27]([NH2:29])=[CH:28][C:23]=2[CH:22]=[CH:21]1>CC#N>[O:20]1[C:24]2[CH:25]=[CH:26][C:27]([NH:29][C:8]3[C:9](=[O:10])[N:5]([CH2:1][CH2:2][CH2:3][CH3:4])[S:6](=[O:19])(=[O:18])[C:7]=3[C:12]3[CH:17]=[CH:16][CH:15]=[CH:14][CH:13]=3)=[CH:28][C:23]=2[CH:22]=[CH:21]1. Reported procedure: A solution of 2-butyl-4-chloro-5-phenylisothiazol-3(2H)-one 1,1-dioxide (0.047 g, 0.141 mmol) and 1-benzofuran-5-amine (0.046 g, 0.345 mmol) in MeCN (1.5 ml) was heated in a microwave reactor at 130° C. for 60 mins and at 140° C. for 45 mins. The reaction mixture was evaporated and the residue was purified by column chromatography using EtOAc:heptane (1:3) as eluant. Crystallisation from hexane and EtOH gave the title compound (0.015 g, 27%). 1H NMR (400 MHz, CD3CN): 7.80 (bs, 1H), 7.65 (d, 1H),... Starting materials: [H-], O=[N+]([O-])c1ccc(Cl)c(C(F)(F)F)c1, [Na+], O=C1c2ccccc2C(=O)N1O. The product is O=C1c2ccccc2C(=O)N1Oc1ccc([N+](=O)[O-])cc1C(F)(F)F. As a reaction SMILES: [H-:1].[N+:15](=[O:16])([O-:17])[c:18]1[cH:19][c:20]([C:25]([F:26])([F:27])[F:28])[c:21]([Cl:24])[cH:22][cH:23]1.[Na+:2].[OH:3][N:4]1[C:5](=[O:14])[c:6]2[c:7]([cH:10][cH:11][cH:12][cH:13]2)[C:8]1=[O:9]>>[O:3]([N:4]1[C:5](=[O:14])[c:6]2[c:7]([cH:10][cH:11][cH:12][cH:13]2)[C:8]1=[O:9])[c:21]1[c:20]([C:25]([F:26])([F:27])[F:28])[cH:19][c:18]([N+:15](=[O:16])[O-:17])[cH:23][cH:22]1. Reactants: ClC=1C=CC=2C(=C3C(=NC2C1)C=CC(=N3)OC)Cl (7,10-dichloro-2-methoxypyrido [3,2-b]quinoline), Cl (hydrochloric acid), CN(C)CCCCCCN (dimethylaminohexylamine), C1(=CC=CC=C1)O (phenol). Solvent: CC(=O)C (acetone), C(C)O (ethanol). Yields the product Cl.Cl.ClC=1C=CC=2C(=C3C(=NC2C1)C=CC(=N3)OC)NCCCCCCN(C)C (7-Chloro-10-[(6-dimethylaminohexyl)amino]-2-methoxypyrido[3,2-b]quinoline dihydrochloride). Reaction SMILES: [Cl:1][C:2]1[CH:3]=[CH:4][C:5]2[C:6](Cl)=[C:7]3[N:15]=[C:14]([O:16][CH3:17])[CH:13]=[CH:12][C:8]3=[N:9][C:10]=2[CH:11]=1.[CH3:19][N:20]([CH2:22][CH2:23][CH2:24][CH2:25][CH2:26][CH2:27][NH2:28])[CH3:21].C1(O)C=CC=CC=1.[ClH:36]>CC(C)=O.C(O)C>[ClH:1].[ClH:36].[Cl:1][C:2]1[CH:3]=[CH:4][C:5]2[C:6]([NH:28][CH2:27][CH2:26][CH2:25][CH2:24][CH2:23][CH2:22][N:20]([CH3:21])[CH3:19])=[C:7]3[N:15]=[C:14]([O:16][CH3:17])[CH:13]=[CH:12][C:8]3=[N:9][C:10]=2[CH:11]=1 |f:6.7.8|. Reported procedure: A mixture of 2.8 g. of 7,10-dichloro-2-methoxypyrido [3,2-b]quinoline, 1.5 g. of dimethylaminohexylamine and 6.5 g. of phenol is stirred and heated on a steam bath for 3 hours. The mixture is cooled, 20 ml. of ethanol are added and the dark solution is poured into a mixture of 200 ml. of acetone and 2.5 ml. of concentrated hydrochloric acid. The mixture is cooled in ice. The solid is collected, air-dried and recrystallized from 3A alcohol:acetone (50:50), giving the desired product as yellow cry... Starting materials: C(C1=CC=CC=C1)N (benzylamine), FC1=CC=C(CN)C=C1 (4-fluorobenzylamine), O=C1N(CCN1CC1=CC=NC=C1)C=1C=C(C(=O)OC)C=CN1 (methyl 2-(2-oxo-3-(pyridin-4-ylmethyl)imidazolidin-1-yl)isonicotinate). Product: FC1=CC=C(CNC(C2=CC(=NC=C2)N2C(N(CC2)CC2=CC=NC=C2)=O)=O)C=C1 (N-(4-fluorobenzyl)-2-(2-oxo-3-(pyridin-4-ylmethyl)imidazolidin-1-yl)isonicotinamide). The yield is 48.0%. As a reaction SMILES: C(N)C1C=CC=CC=1.[F:9][C:10]1[CH:17]=[CH:16][C:13]([CH2:14][NH2:15])=[CH:12][CH:11]=1.[O:18]=[C:19]1[N:23]([CH2:24][C:25]2[CH:30]=[CH:29][N:28]=[CH:27][CH:26]=2)[CH2:22][CH2:21][N:20]1[C:31]1[CH:32]=[C:33]([CH:38]=[CH:39][N:40]=1)[C:34](OC)=[O:35]>>[F:9][C:10]1[CH:17]=[CH:16][C:13]([CH2:14][NH:15][C:34](=[O:35])[C:33]2[CH:38]=[CH:39][N:40]=[C:31]([N:20]3[CH2:21][CH2:22][N:23]([CH2:24][C:25]4[CH:30]=[CH:29][N:28]=[CH:27][CH:26]=4)[C:19]3=[O:18])[CH:32]=2)=[CH:12][CH:11]=1. Procedure: Following the procedure as described in Example 15, making variations as required to replace benzylamine with 4-fluorobenzylamine to react with methyl 2-(2-oxo-3-(pyridin-4-ylmethyl)imidazolidin-1-yl)isonicotinate, N-(4-fluorobenzyl)-2-(2-oxo-3-(pyridin-4-ylmethyl)imidazolidin-1-yl)isonicotinamide was obtained as a colorless solid in 48% yield: mp 161-163° C.; 1H NMR (300 MHz, CDCl3) δ 8.67-8.50 (m, 3H), 8.37 (d, J=5.1 Hz, 1H), 7.49-7.20 (m, 5H), 7.02-6.96 (m, 2H), 6.84 (br s, 1H), 4.57 (d, J=5.... The reactants are Cl.O1C2=C(C=CC=3C[C@@H]4[C@@]5(CCC([C@H]1[C@@]5(C23)CCN4CC)=O)OCCCC4=CC=CC=C4)O (4,5α-epoxy-17-ethyl-3-hydroxy-14β-[(3-phenylpropyl)oxy]morphinan-6-one hydrochloride), CI (methyl iodide). The solvent is C(C)#N (acetonitrile). Product: [I-].O1C2=C(C=CC=3C[C@@H]4[C@@]5(CCC([C@H]1[C@@]5(C23)CC[N@+]4(C)CC)=O)OCCCC4=CC=CC=C4)O ((17S)-4,5α-epoxy-17-ethyl-3-hydroxy-17-methyl-6-oxo-14β-[(3-phenylpropyl)oxy]morphinanium-iodide). As a reaction SMILES: Cl.[O:2]1[C@@H:14]2[C@@:15]34[CH2:17][CH2:18][N:19]([CH2:20][CH3:21])[C@@H:9]([C@:10]3([O:23][CH2:24][CH2:25][CH2:26][C:27]3[CH:32]=[CH:31][CH:30]=[CH:29][CH:28]=3)[CH2:11][CH2:12][C:13]2=[O:22])[CH2:8][C:7]2=[C:16]4[C:3]1=[C:4]([OH:33])[CH:5]=[CH:6]2.[CH3:34][I:35]>C(#N)C>[I-:35].[O:2]1[C@@H:14]2[C@@:15]34[CH2:17][CH2:18][N@@+:19]([CH2:20][CH3:21])([CH3:34])[C@@H:9]([C@:10]3([O:23][CH2:24][CH2:25][CH2:26][C:27]3[CH:28]=[CH:29][CH:30]=[CH:31][CH:32]=3)[CH2:11][CH2:12][C:13]2=[O:22])[CH2:8][C:7]2=[C:16]4[C:3]1=[C:4]([OH:33])[CH:5]=[CH:6]2 |f:0.1,4.5|. Reported procedure: A solution of compound 20 (see Example 20) (250 mg, 0.58 mmol) and methyl iodide (0.36 ml, 5.80 mmol) in acetonitrile (10 ml) was stirred for 6 days at 50° C. (bath temperature) under N2. The solution was evaporated down and the evaporation residue (320 mg of bright beige foamy resin) was purified using column chromatography (silica gel; CH2Cl2/MeOH: each 1 l: (95/5), (92.5/7.5)). Evaporation residue (240 mg, 72%) of amorphous compound 39. Fp. 171-176° C.; IR (KBr): 1723 (C═O) cm−1; 1H-NMR (DMSO... Starting materials: CCN=C=O, CN(C)C=O, CCOC(C)=O, CCN(C(C)C)C(C)C, Cl, CSc1ncc2ccc3c(C(N)=O)nn(C4CCC(N)CC4)c3c2n1, [Na+], O=C([O-])O. The product is CCNC(=O)NC1CCC(n2nc(C(N)=O)c3ccc4cnc(SC)nc4c32)CC1. As a reaction SMILES: [CH2:27]([CH3:28])[N:29]=[C:30]=[O:31].[CH3:46][N:47]([CH3:48])[CH:49]=[O:50].[CH3:51][CH2:52][O:53][C:54](=[O:55])[CH3:56].[CH:32]([N:33]([CH2:34][CH3:35])[CH:36]([CH3:37])[CH3:38])([CH3:39])[CH3:40].[ClH:1].[NH2:2][CH:3]1[CH2:4][CH2:5][CH:6]([n:9]2[n:10][c:11]([C:24](=[O:25])[NH2:26])[c:12]3[cH:13][cH:14][c:15]4[cH:16][n:17][c:18]([S:22][CH3:23])[n:19][c:20]4[c:21]23)[CH2:7][CH2:8]1.[Na+:45].[O-:41][C:42]([OH:43])=[O:44]>>[NH:2]([CH:3]1[CH2:4][CH2:5][CH:6]([n:9]2[n:10][c:11]([C:24](=[O:25])[NH2:26])[c:12]3[cH:13][cH:14][c:15]4[cH:16][n:17][c:18]([S:22][CH3:23])[n:19][c:20]4[c:21]23)[CH2:7][CH2:8]1)[C:30]([NH:29][CH2:27][CH3:28])=[O:31]. Starting materials: [BH4-], Cc1c(-c2ccc(C(F)(F)F)cc2)csc1C(=O)N(C)C(C)(C)C, [Li]CCCC, C1CCCCC1, CCO, CC(C)C[AlH]CC(C)C, [Na+], C1CCOC1. Product: Cc1c(-c2ccc(C(F)(F)F)cc2)csc1CO. Reaction SMILES: [BH4-:39].[C:15]([N:16]([CH3:17])[C:20](=[O:21])[c:22]1[s:23][cH:24][c:25](-[c:28]2[cH:29][cH:30][c:31]([C:34]([F:35])([F:36])[F:37])[cH:32][cH:33]2)[c:26]1[CH3:27])([CH3:18])([CH3:19])[CH3:38].[CH2:1]([Li:2])[CH2:3][CH2:4][CH3:5].[CH2:41]1[CH2:42][CH2:43][CH2:44][CH2:45][CH2:46]1.[CH3:52][CH2:53][OH:54].[CH3:6][CH:7]([CH2:8][AlH:9][CH2:10][CH:11]([CH3:12])[CH3:13])[CH3:14].[Na+:40].[O:47]1[CH2:48][CH2:49][CH2:50][CH2:51]1>>[CH2:20]([OH:21])[c:22]1[s:23][cH:24][c:25](-[c:28]2[cH:29][cH:30][c:31]([C:34]([F:35])([F:36])[F:37])[cH:32][cH:33]2)[c:26]1[CH3:27].